Task: describe an organic reaction: reactants, conditions, products, and yield. Dataset: the Open Reaction Database (ORD), a public repository of structured organic reaction records The reactants are CCOC(=O)CBr, O=C([O-])[O-], CN(C)C=O, [K+], [K+], C1CCOC1, O, O=C(Nc1ccc(O)cc1)N1CCCCc2ccccc21. The product is CCOC(=O)COc1ccc(NC(=O)N2CCCCc3ccccc32)cc1. Reaction SMILES: [Br:7][CH2:8][C:9](=[O:10])[O:11][CH2:12][CH3:13].[C:1](=[O:2])([O-:3])[O-:4].[CH3:14][N:15]([CH3:16])[CH:17]=[O:18].[K+:5].[K+:6].[O:19]1[CH2:20][CH2:21][CH2:22][CH2:23]1.[OH2:45].[OH:24][c:25]1[cH:26][cH:27][c:28]([NH:31][C:32](=[O:33])[N:34]2[CH2:35][CH2:36][CH2:37][CH2:38][c:39]3[c:40]2[cH:41][cH:42][cH:43][cH:44]3)[cH:29][cH:30]1>>[CH2:8]([C:9](=[O:10])[O:11][CH2:12][CH3:13])[O:24][c:25]1[cH:26][cH:27][c:28]([NH:31][C:32](=[O:33])[N:34]2[CH2:35][CH2:36][CH2:37][CH2:38][c:39]3[c:40]2[cH:41][cH:42][cH:43][cH:44]3)[cH:29][cH:30]1. Reactants: FC1=C(C=CC=C1)C1=NSC(O1)=O (5-(2-fluorophenyl)[1,3,4]oxathiazolin-2-one), C(C#C)(=O)OCC (ethyl propiolate), C(CC)(=O)OCC (ethyl propionate). Run in CC=1C=CC(=CC1)C (p-xylene). The product is FC1=C(C=CC=C1)C1=NSC(=C1)C(=O)OCC (ethyl 3-(2-fluorophenyl)isothiazole-5-carboxylate), FC1=C(C=CC=C1)C1=NSC=C1C(=O)OCC (ethyl 3-(2-fluorophenyl)isothiazole-4-carboxylate). The yield is 32.0%. As a reaction SMILES: [F:1][C:2]1[CH:7]=[CH:6][CH:5]=[CH:4][C:3]=1[C:8]1O[C:11](=O)[S:10][N:9]=1.[C:14]([O:18][CH2:19][CH3:20])(=[O:17])[C:15]#[CH:16].[C:21]([O:25][CH2:26][CH3:27])(=[O:24])[CH2:22]C>CC1C=CC(C)=CC=1>[F:1][C:2]1[CH:7]=[CH:6][CH:5]=[CH:4][C:3]=1[C:8]1[CH:16]=[C:15]([C:14]([O:18][CH2:19][CH3:20])=[O:17])[S:10][N:9]=1.[F:1][C:2]1[CH:7]=[CH:6][CH:5]=[CH:4][C:3]=1[C:8]1[C:22]([C:21]([O:25][CH2:26][CH3:27])=[O:24])=[CH:11][S:10][N:9]=1. Reported procedure: A solution of 5-(2-fluorophenyl)[1,3,4]oxathiazolin-2-one (1.97 g, 10 mmol) and ethyl propiolate (1.96 g, 20 mmol) in p-xylene is heated at reflux temperature for 48 h, treated with a further portion of ethyl propionate, heated at reflux temperature for another 48 h, and distilled to remove the solvent. The resultant residue is purified by flash column chromatography (silica gel, toluene) to give ethyl 3-(2-fluorophenyl)isothiazole-5-carboxylate (1.0 g, 40%) as yellow crystals, mp 53°-54° C., pl... Reactants: Cc1nc2sccn2c(=O)c1-c1ccc(C(F)(F)F)cc1, CC[O-], CCO, COc1cccc(C=O)c1OC1CCCC1, [Na+]. The product is COc1cccc(C=Cc2nc3sccn3c(=O)c2-c2ccc(C(F)(F)F)cc2)c1OC1CCCC1. RXN SMILES: [CH3:1][c:2]1[n:3][c:4]2[n:5]([c:6](=[O:18])[c:7]1-[c:8]1[cH:9][cH:10][c:11]([C:14]([F:15])([F:16])[F:17])[cH:12][cH:13]1)[cH:19][cH:20][s:21]2.[CH3:39][CH2:40][O-:41].[CH3:42][CH2:43][OH:44].[CH:22]1([O:27][c:28]2[c:29]([CH:30]=[O:31])[cH:32][cH:33][cH:34][c:35]2[O:36][CH3:37])[CH2:23][CH2:24][CH2:25][CH2:26]1.[Na+:38]>>[CH:1]([c:2]1[n:3][c:4]2[n:5]([c:6](=[O:18])[c:7]1-[c:8]1[cH:9][cH:10][c:11]([C:14]([F:15])([F:16])[F:17])[cH:12][cH:13]1)[cH:19][cH:20][s:21]2)=[CH:30][c:29]1[c:28]([O:27][CH:22]2[CH2:23][CH2:24][CH2:25][CH2:26]2)[c:35]([O:36][CH3:37])[cH:34][cH:33][cH:32]1. Reactants: COC(\C=C\C1=C(C=CC=C1C#CCCCCOC1OCCCC1)O)=O (rac-(E)-3-[2-hydroxy-6-[6-[(tetrahydro-2H-pyran-2-yl)oxy]-1-hexynyl]phenyl]-2-propenoic acid methyl ester), BrCCCCCC(=O)OCC (ethyl 6-bromohexanoate). Yields the product C(C)OC(CCCCCOC1=C(C(=CC=C1)C#CCCCCOC1OCCCC1)\C=C\C(=O)OC)=O (rac-(E)-6-[2-(3-Methoxy-3-oxo-1-propenyl)-3-[6-[(tetrahydro-2H-pyran-2-yl)oxy]-1-hexynyl]phenoxy]hexanoic Acid Ethyl Ester). The yield is 93.3%. RXN SMILES: [CH3:1][O:2][C:3](=[O:26])/[CH:4]=[CH:5]/[C:6]1[C:11]([C:12]#[C:13][CH2:14][CH2:15][CH2:16][CH2:17][O:18][CH:19]2[CH2:24][CH2:23][CH2:22][CH2:21][O:20]2)=[CH:10][CH:9]=[CH:8][C:7]=1[OH:25].Br[CH2:28][CH2:29][CH2:30][CH2:31][CH2:32][C:33]([O:35][CH2:36][CH3:37])=[O:34]>>[CH2:36]([O:35][C:33](=[O:34])[CH2:32][CH2:31][CH2:30][CH2:29][CH2:28][O:25][C:7]1[CH:8]=[CH:9][CH:10]=[C:11]([C:12]#[C:13][CH2:14][CH2:15][CH2:16][CH2:17][O:18][CH:19]2[CH2:24][CH2:23][CH2:22][CH2:21][O:20]2)[C:6]=1/[CH:5]=[CH:4]/[C:3]([O:2][CH3:1])=[O:26])[CH3:37]. Reported procedure: Using the procedure of example 122, rac-(E)-3-[2-hydroxy-6-[6-[(tetrahydro-2H-pyran-2-yl)oxy]-1-hexynyl]phenyl]-2-propenoic acid methyl ester (example 121), was alkylated with ethyl 6-bromohexanoate giving the title compound as a pale-yellow oil, in 93.3% yield. Starting materials: CCCCCCCCBr, CCOC(=O)C1CCCC1=O, CCOCC, CN(C)C=O, [H-], [Na+], O. Product: CCCCCCCCC1(C(=O)OCC)CCCC1=O. Reaction SMILES: [CH2:14]([CH2:15][CH2:16][CH2:17][CH2:18][CH2:19][CH2:20][CH3:21])[Br:22].[CH2:1]([CH3:2])[O:3][C:4](=[O:5])[CH:6]1[C:7](=[O:11])[CH2:8][CH2:9][CH2:10]1.[CH2:29]([O:30][CH2:31][CH3:32])[CH3:33].[CH3:24][N:25]([CH3:26])[CH:27]=[O:28].[H-:12].[Na+:13].[OH2:23]>>[CH2:1]([CH3:2])[O:3][C:4](=[O:5])[C:6]1([CH2:14][CH2:15][CH2:16][CH2:17][CH2:18][CH2:19][CH2:20][CH3:21])[C:7](=[O:11])[CH2:8][CH2:9][CH2:10]1. The reactants are CC=1N=COC1C(=O)O (4-methyloxazole-5-carboxylic acid), S(=O)(Cl)Cl (thionyl chloride), CN(P(=O)(N(C)C)N(C)C)C (hexamethylphosphoramide), NC=1C=NC2=CC=CC=C2C1N (3,4-diaminoquinoline). The solvent is C(C)#N (acetonitrile), ice water, C([O-])(O)=O.[Na+] (sodium bicarbonate). Reaction conditions: time 30 minute. Yields the product NC1=C(C=NC2=CC=CC=C12)NC(=O)C1=C(C=NO1)C (4-amino-3-(4-methylisoxazole-5-ylcarbonylamino)quinoline). As a reaction SMILES: [CH3:1][C:2]1N=C[O:5][C:6]=1[C:7]([OH:9])=O.S(Cl)(Cl)=O.[NH2:14][C:15]1[CH:16]=[N:17][C:18]2[C:23]([C:24]=1[NH2:25])=[CH:22][CH:21]=[CH:20][CH:19]=2.[CH3:26][N:27](C)P(N(C)C)(N(C)C)=O>C(#N)C.C(=O)(O)[O-].[Na+]>[NH2:25][C:24]1[C:23]2[C:18](=[CH:19][CH:20]=[CH:21][CH:22]=2)[N:17]=[CH:16][C:15]=1[NH:14][C:7]([C:6]1[O:5][N:27]=[CH:26][C:2]=1[CH3:1])=[O:9] |f:5.6|. Procedure details: To a solution of 300 mg of 4-methyloxazole-5-carboxylic acid in 4 ml of hexamethylphosphoramide and 0.4 ml of acetonitrile is added 268 mg of thionyl chloride at -5°-0° C. under nitrogen. After stirring at the same temperature for 30 minutes, 340 mg of 3,4-diaminoquinoline A1 is added and stirred at 0°-5° C. for 3 hours. The mixture is diluted with ice-water and neutralized with saturated aqueous sodium bicarbonate. The resulting solid is filtered and washed with water to give 425 mg of 4-amino-... Starting materials: CC=1C(=NC2=CC=C(C=C2C1)C)C(=O)OCC (ethyl 3,6-dimethylquinoline-2-carboxylate), C1CC(=O)N(C1=O)Br (N-bromosuccimide), N(=NC(C#N)(CC(C)(C)OC)C)C(C#N)(CC(C)(OC)C)C (2,2'-azobis (2,4-dimethyl-4-methoxyvaleronitrile)), S(=S)(=O)([O-])[O-].[Na+].[Na+] (sodium thiosulfate). The solvent is ClC(Cl)(Cl)Cl (tetrachloromethane). Reaction conditions: temperature 90 celsius. Product: BrCC=1C=C2C=C(C(=NC2=CC1)C(=O)OCC)C (ethyl 6-bromomethyl-3-methylquinoline-2-carboxylate). Isolated yield 59.7%. RXN SMILES: [CH3:1][C:2]1[C:3]([C:13]([O:15][CH2:16][CH3:17])=[O:14])=[N:4][C:5]2[C:10]([CH:11]=1)=[CH:9][C:8]([CH3:12])=[CH:7][CH:6]=2.C1C(=O)N([Br:25])C(=O)C1.N(C(C)(CC(C)(OC)C)C#N)=NC(C)(CC(OC)(C)C)C#N.S([O-])([O-])(=O)=S.[Na+].[Na+]>ClC(Cl)(Cl)Cl>[Br:25][CH2:12][C:8]1[CH:9]=[C:10]2[C:5](=[CH:6][CH:7]=1)[N:4]=[C:3]([C:13]([O:15][CH2:16][CH3:17])=[O:14])[C:2]([CH3:1])=[CH:11]2 |f:3.4.5|. Reported procedure: To a solution of ethyl 3,6-dimethylquinoline-2-carboxylate (1.0 g) in tetrachloromethane (10 ml) were added N-bromosuccimide (815 mg) and 2,2'-azobis (2,4-dimethyl-4-methoxyvaleronitrile) at ambient temperature under nitrogen atmosphere, and the mixture was heated at 90° C. for 1 hour. The reaction mixture was poured into 5% sodium thiosulfate solution and extracted with dichloromethane. The organic layer was washed with water, dried over magnesium sulfate, and concentrated in vacuo. The residue...